From a dataset of the Open Reaction Database (ORD), a public repository of structured organic reaction records. describe an organic reaction: reactants, conditions, products, and yield The reactants are Cl (HCl), [Li+].[BH4-] (LiBH4), O=C1SC(C(N1)=O)=CC1=CC=C(C=C1)C1=CC(=CC=C1)CNC(OC(C)(C)C)=O (tert-butyl [4′-(2,4-dioxothiazolidin-5-ylidenemethyl)biphenyl-3-yl]methylcarbamate), N1=CC=CC=C1 (pyridine). Run in C1CCOC1 (THF), C1CCOC1 (THF). Run at time 30 minute. Yields the product O=C1SC(C(N1)=O)CC1=CC=C(C=C1)C1=CC(=CC=C1)CNC(OC(C)(C)C)=O (tert-butyl [4′-(2,4-dioxothiazolidin-5-ylmethyl)biphenyl-3-yl]methylcarbamate). The yield is 66.0%. Reaction SMILES: [O:1]=[C:2]1[NH:6][C:5](=[O:7])[C:4](=[CH:8][C:9]2[CH:14]=[CH:13][C:12]([C:15]3[CH:20]=[CH:19][CH:18]=[C:17]([CH2:21][NH:22][C:23](=[O:29])[O:24][C:25]([CH3:28])([CH3:27])[CH3:26])[CH:16]=3)=[CH:11][CH:10]=2)[S:3]1.N1C=CC=CC=1.[Li+].[BH4-].Cl>C1COCC1>[O:1]=[C:2]1[NH:6][C:5](=[O:7])[CH:4]([CH2:8][C:9]2[CH:10]=[CH:11][C:12]([C:15]3[CH:20]=[CH:19][CH:18]=[C:17]([CH2:21][NH:22][C:23](=[O:29])[O:24][C:25]([CH3:27])([CH3:26])[CH3:28])[CH:16]=3)=[CH:13][CH:14]=2)[S:3]1 |f:2.3|. Procedure: 3.69 g (0.009 mol) of tert-butyl [4′-(2,4-dioxothiazolidin-5-ylidenemethyl)biphenyl-3-yl]methylcarbamate, 6 ml of THF and 7.3 ml of pyridine are introduced, in order, into a 50 ml three-necked round-bottomed flask. The mixture is placed under nitrogen and 10 ml of a freshly prepared 2 M LiBH4 solution (0.02 mol) in THF are added dropwise. After stirring for 30 minutes at room temperature, the mixture is heated under reflux for 16 hours. The reaction medium is poured over 32 ml of a 1 N HCl solut... Starting materials: ClCC(=O)NC1=CC(=CC(=C1)[N+](=O)[O-])S(=O)(=O)C (2-Chloro-N-(3-methanesulfonyl-5-nitro-phenyl)-acetamide), N[C@@H](CO)CC ((R)-(−)-2-amino-1-butanol). The solvent is C(C)(=O)OCC (ethyl acetate). Run at temperature 75 celsius, time 8 hour. Yields the product OC[C@@H](CC)NCC(=O)NC1=CC(=CC(=C1)[N+](=O)[O-])S(=O)(=O)C (2-((R)-1-Hydroxymethyl-propylamino)-N-(3-methanesulfonyl-5-nitro-phenyl)-acetamide). Isolated yield 43.0%. As a reaction SMILES: Cl[CH2:2][C:3]([NH:5][C:6]1[CH:11]=[C:10]([N+:12]([O-:14])=[O:13])[CH:9]=[C:8]([S:15]([CH3:18])(=[O:17])=[O:16])[CH:7]=1)=[O:4].[NH2:19][C@H:20]([CH2:23][CH3:24])[CH2:21][OH:22]>C(OCC)(=O)C>[OH:22][CH2:21][C@H:20]([NH:19][CH2:2][C:3]([NH:5][C:6]1[CH:11]=[C:10]([N+:12]([O-:14])=[O:13])[CH:9]=[C:8]([S:15]([CH3:18])(=[O:17])=[O:16])[CH:7]=1)=[O:4])[CH2:23][CH3:24]. Reported procedure: 2-Chloro-N-(3-methanesulfonyl-5-nitro-phenyl)-acetamide (750 mg; 2.56 mmol) was diluted in 40 of ethyl acetate, (R)-(−)-2-amino-1-butanol (1.01 ml; 10.25 mmol) was added and the reaction mixture was stirred at 75° C. overnight. The solvent was concentrated under vacuum and the crude was purified by flash chromatography (Isolute Silica cartridge 10 g; eluent: Dichloromethane:MeOH=99:1). 380 mg (1.10 mmol; 43% yield) of the desired 2-((R)-1-Hydroxymethyl-propylamino)-N-(3-methanesulfonyl-5-nitro-p... RXN SMILES: C([O:3][C:4](=[O:32])[CH2:5][NH:6][C:7]1[N:8]=[C:9]([C:25]2[CH:30]=[CH:29][CH:28]=[CH:27][C:26]=2[Cl:31])[C:10]2[CH:16]=[CH:15][C:14](=[O:17])[N:13]([C:18]3[CH:23]=[CH:22][CH:21]=[CH:20][C:19]=3[Cl:24])[C:11]=2[N:12]=1)C.[Li+].[OH-:34].[ClH:35].[OH2:36]>>[Cl:31][C:26]1[CH:27]=[CH:28][CH:29]=[CH:30][C:25]=1[C:9]1[C:10]2[CH:16]=[N:15][C:14](=[O:17])[CH:13]([C:19]3[CH:18]=[CH:23][CH:22]=[CH:21][C:20]=3[Cl:35])[C:11]=2[N:12]=[C:11]([NH:13][CH2:14][C:15]([OH:36])=[O:34])[CH:10]=1.[Cl:31][C:26]1[CH:27]=[CH:28][CH:29]=[CH:30][C:25]=1[C:9]1[C:10]2[CH:16]=[CH:15][C:14](=[O:17])[N:13]([C:18]3[CH:23]=[CH:22][CH:21]=[CH:20][C:19]=3[Cl:24])[C:11]=2[N:12]=[C:7]([NH:6][CH2:5][C:4]([OH:32])=[O:3])[N:8]=1 |f:1.2|. The product is ClC1=C(C=CC=C1)C1=CC(=NC=2C(C(N=CC21)=O)C2=C(C=CC=C2)Cl)NCC(=O)O ([4,8-Bis-(2-chloro-phenyl)-7-oxo-7,8-dihydro-pyrido[2,3-d]pyridin-2-ylamino]-acetic acid), ClC1=C(C=CC=C1)C=1C2=C(N=C(N1)NCC(=O)O)N(C(C=C2)=O)C2=C(C=CC=C2)Cl ([4,8-bis-(2-chloro-phenyl)-7-oxo-7,8-dihydro-pyrido[2,3-d]pyrimidin-2-ylamino]-acetic acid). Run in TBF. Reaction conditions: time 1 hour. Starting materials: C(C)OC(CNC=1N=C(C2=C(N1)N(C(C=C2)=O)C2=C(C=CC=C2)Cl)C2=C(C=CC=C2)Cl)=O ([4,8-bis-(2-chloro-phenyl)-7-oxo-7,8-dihydro-pyrido[2,3-d]pyrimidin-2-ylamino]-acetic acid ethyl ester), [Li+].[OH-] (LiOH), Cl (HCl), O (H2O). Reported procedure: To a solution of the product of Example 83 (20 mg, 0.43 mmol) in TBF (2 mL) was added LiOH (40 mg, 1.67 mmol) dissolved in H2O (1 mL). The reaction mixture was stirred 1 h at 23° and then neutralized with 1 M HCl, extracted with EtOAc (5 mL) and the layers were separated. The organic layer was washed with H2O, satd. aq NaCl, and dried (MgSO4). The solution was filtered and evaporated to give the title compound [4,8-bis-(2-chloro-phenyl)-7-oxo-7,8-dihydro-pyrido[2,3-d]pyrimidin-2-ylamino]-acetic ... The reactants are CN1N=C(C(=C1)N1C(N(C=2C=NC=3C=CC(=CC3C21)B2OC(C(O2)(C)C)(C)C)C)=O)C (1-(1,3-dimethyl-1H-pyrazol-4-yl)-3-methyl-8-(4,4,5,5-tetramethyl-[1,3,2]dioxaborolan-2-yl)-1,3-dihydro-imidazo[4,5-c]quinolin-2-one), BrC1=NC=CN=C1 (2-bromopyrazine). The product is CN1N=C(C(=C1)N1C(N(C=2C=NC=3C=CC(=CC3C21)C2=NC=CN=C2)C)=O)C (1-(1,3-Dimethyl-1H-pyrazol-4-yl)-3-methyl-8-pyrazin-2-yl-1,3-dihydro-imidazo[4,5-c]quinolin-2-one). As a reaction SMILES: [CH3:1][N:2]1[CH:6]=[C:5]([N:7]2[C:19]3[C:18]4[CH:17]=[C:16](B5OC(C)(C)C(C)(C)O5)[CH:15]=[CH:14][C:13]=4[N:12]=[CH:11][C:10]=3[N:9]([CH3:29])[C:8]2=[O:30])[C:4]([CH3:31])=[N:3]1.Br[C:33]1[CH:38]=[N:37][CH:36]=[CH:35][N:34]=1>>[CH3:1][N:2]1[CH:6]=[C:5]([N:7]2[C:19]3[C:18]4[CH:17]=[C:16]([C:33]5[CH:38]=[N:37][CH:36]=[CH:35][N:34]=5)[CH:15]=[CH:14][C:13]=4[N:12]=[CH:11][C:10]=3[N:9]([CH3:29])[C:8]2=[O:30])[C:4]([CH3:31])=[N:3]1. Reported procedure: The title compound was synthesized in a similar manner as described in Example 112 using 1-(1,3-dimethyl-1H-pyrazol-4-yl)-3-methyl-8-(4,4,5,5-tetramethyl-[1,3,2]dioxaborolan-2-yl)-1,3-dihydro-imidazo[4,5-c]quinolin-2-one (Stage 114.1.1, 33.5 mg, 0.080 mmol) and 2-bromopyrazine (Synchem, Huddersfield, UK, 17.2 mg, 0.108 mmol) to give the title compound as a white solid. (HPLC: tR 2.34 min (Method A); M+H=372 MS-ES; 1H-NMR (d6-DMSO, 400 MHz) 9.01 (s, 1H), 8.98 (s, 1H), 8.72-8.70 (m, 1H), 8.62-8.60... Starting materials: Cc1cc(N)ccc1Br, CC(=O)O, O=C1C=CC(=O)O1. Product: Cc1cc(N2C(=O)C=CC2=O)ccc1Br. Reaction SMILES: [Br:1][c:2]1[c:3]([CH3:9])[cH:4][c:5]([NH2:6])[cH:7][cH:8]1.[CH3:17][C:18](=[O:19])[OH:20].[O:10]=[C:11]1[O:12][C:13](=[O:14])[CH:15]=[CH:16]1>>[Br:1][c:2]1[c:3]([CH3:9])[cH:4][c:5]([N:6]2[C:11](=[O:10])[CH:16]=[CH:15][C:13]2=[O:12])[cH:7][cH:8]1. Starting materials: C(#N)C1=CC=C(C=C1)N=C=S (4-cyanophenyl isothiocyanate), C(C)O (ethanol), CS(=O)(=O)N (methylsulfonamide), [OH-].[Na+] (sodium hydroxide), CI (methyl iodide). Solvent: CC(=O)C (acetone), O (water). Conditions: time 24 hour. Product: C(#N)C1=CC=C(C=C1)NC(SC)=NS(=O)(=O)C (N-(4-cyanophenyl)-N'-methylsulfonyl-S-methylisothiourea). As a reaction SMILES: [C:1]([C:3]1[CH:8]=[CH:7][C:6]([N:9]=[C:10]=[S:11])=[CH:5][CH:4]=1)#[N:2].[CH3:12][S:13]([NH2:16])(=[O:15])=[O:14].[OH-].[Na+].[CH2:19](O)C.CI>CC(C)=O.O>[C:1]([C:3]1[CH:4]=[CH:5][C:6]([NH:9][C:10](=[N:16][S:13]([CH3:12])(=[O:15])=[O:14])[S:11][CH3:19])=[CH:7][CH:8]=1)#[N:2] |f:2.3|. Procedure: A mixture of 5 g (0.31 mol) of 4-cyanophenyl isothiocyanate, of 3.8 g (0.04 mol) of methylsulfonamide in 50 cm3 of acetone and of 1.6 g (0.04 mol) of sodium hydroxide in 3 cm3 of water is maintained for two hours at room temperature. The precipitate obtained is filtered, washed with acetone and ethyl ether (2×20 cm3). The final solid is then placed in 50 cm3 of 95% ethanol containing 2.75 cm3 (0.044 mol) of methyl iodide. After 24 hours at room temperature, the solution is concentrated to drynes...